This data is from the Open Reaction Database (ORD), a public repository of structured organic reaction records. The task is: describe an organic reaction: reactants, conditions, products, and yield Starting materials: C1(CC1)COC1=CC=C2C=C(NC2=C1)CO ((6-cyclopropylmethoxy-1H-indol-2-yl)-methanol). Reagents/catalysts: [O-2].[O-2].[Mn+4] (manganese dioxide). Run in ClCCl (dichloromethane). Run at time 17 hour. The product is C1(CC1)COC1=CC=C2C=C(NC2=C1)C=O (6-Cyclopropylmethoxy-1H-indole-2-carbaldehyde). The yield is 73.8%. RXN SMILES: [CH:1]1([CH2:4][O:5][C:6]2[CH:14]=[C:13]3[C:9]([CH:10]=[C:11]([CH2:15][OH:16])[NH:12]3)=[CH:8][CH:7]=2)[CH2:3][CH2:2]1>[O-2].[O-2].[Mn+4].ClCCl>[CH:1]1([CH2:4][O:5][C:6]2[CH:14]=[C:13]3[C:9]([CH:10]=[C:11]([CH:15]=[O:16])[NH:12]3)=[CH:8][CH:7]=2)[CH2:2][CH2:3]1 |f:1.2.3|. Procedure details: To a dichloromethane (5 mL) solution of (6-cyclopropylmethoxy-1H-indol-2-yl)-methanol (197 mg, 907 μmol) described in Production Example 73-1-3 was added manganese dioxide (789 mg, 9.07 mmol) at room temperature, which was stirred at room temperature for 17 hours. The reaction solution was filtered followed by concentrating the filtrate under a reduced pressure. The residue was purified by silica gel column chromatography (heptane:ethyl acetate=1:1) to obtain the title compound (144 mg, 74%) as ... Starting materials: CC1=C(CNC=2C3=CC=CC=C3N=C3CCCC(C23)=O)C=CC=C1 (3,4-Dihydro-9-(2-methylbenzylamino)acridin-1(2H)-one), ice water, [H-].[Al+3].[Li+].[H-].[H-].[H-] (lithium aluminum hydride). The solvent is C1CCOC1 (THF), C1CCOC1 (THF). Conditions: time 30 minute. Yields the product CC1=C(CNC=2C3=CC=CC=C3N=C3CCCC(C23)O)C=CC=C1 (9-(2-Methylbenzylamino)-1,2,3,4-tetrahydroacridin-1-ol). Reaction SMILES: [CH3:1][C:2]1[CH:24]=[CH:23][CH:22]=[CH:21][C:3]=1[CH2:4][NH:5][C:6]1[C:7]2[C:12]([N:13]=[C:14]3[C:19]=1[C:18](=[O:20])[CH2:17][CH2:16][CH2:15]3)=[CH:11][CH:10]=[CH:9][CH:8]=2.[H-].[Al+3].[Li+].[H-].[H-].[H-]>C1COCC1>[CH3:1][C:2]1[CH:24]=[CH:23][CH:22]=[CH:21][C:3]=1[CH2:4][NH:5][C:6]1[C:7]2[C:12]([N:13]=[C:14]3[C:19]=1[CH:18]([OH:20])[CH2:17][CH2:16][CH2:15]3)=[CH:11][CH:10]=[CH:9][CH:8]=2 |f:1.2.3.4.5.6|. Procedure: 3,4-Dihydro-9-(2-methylbenzylamino)acridin-1(2H)-one (4.15 g) was suspended in 100 ml of THF and chilled with ice-water. 1M lithium aluminum hydride in THF (8.0 ml) was added dropwise through a syringe and then the reaction mixture was stirred 30 minutes in the cold. It was quenched by the sequential addition of 0.5 ml of water, 0.5 ml of 15% sodium hydroxide and 1.5 ml of water. The inorganic salts were filtered and the organic phase was evaporated to obtain an amorphous solid product. Recrysta...